From a dataset of the Open Reaction Database (ORD), a public repository of structured organic reaction records. describe an organic reaction: reactants, conditions, products, and yield Starting materials: CCOC(=O)c1ccc2c(c1)COC2=O, Cc1ccccc1, CC(C)(N)CO. The product is CC(C)(CO)NC(=O)c1ccc2c(c1)COC2=O. Reaction SMILES: [CH2:1]([O:2][C:4](=[O:5])[c:6]1[cH:7][c:8]2[c:13]([cH:14][cH:15]1)[C:11](=[O:12])[O:10][CH2:9]2)[CH3:3].[CH3:22][c:23]1[cH:24][cH:25][cH:26][cH:27][cH:28]1.[NH2:16][C:17]([CH2:18][OH:19])([CH3:20])[CH3:21]>>[C:4](=[O:5])([c:6]1[cH:7][c:8]2[c:13]([cH:14][cH:15]1)[C:11](=[O:12])[O:10][CH2:9]2)[NH:16][C:17]([CH2:18][OH:19])([CH3:20])[CH3:21]. Reactants: Cl (hydrochloric acid), C(C=C)(=O)OCC (ethyl acrylate), N(=O)OC(C)(C)C (tert-butyl nitrite), NC=1SC2=C(N1)C(=CC(=C2)F)Cl (2-amino-4-chloro-6-fluorobenzothiazole). Reagents/catalysts: [Cu](Cl)Cl (copper (II) chloride). Run in C(C)#N (acetonitrile). Conditions: time 3 day. Yields the product ClC1=CC(=CC2=C1N=C(S2)C=CC(=O)OCC)F (Ethyl 3-(4-chloro-6-fluorobenzothiazol-2-yl)acrylate). RXN SMILES: [C:1]([O:5][CH2:6][CH3:7])(=[O:4])[CH:2]=[CH2:3].N(OC(C)(C)C)=O.N[C:16]1[S:17][C:18]2[CH:24]=[C:23]([F:25])[CH:22]=[C:21]([Cl:26])[C:19]=2[N:20]=1.Cl>[Cu](Cl)Cl.C(#N)C>[Cl:26][C:21]1[C:19]2[N:20]=[C:16]([CH:3]=[CH:2][C:1]([O:5][CH2:6][CH3:7])=[O:4])[S:17][C:18]=2[CH:24]=[C:23]([F:25])[CH:22]=1. Procedure: 150 g (1.48 mol) of ethyl acrylate, 11.4 g (85 mmol) of copper (II) chloride and 11.4 g (0.11 mol) of tert-butyl nitrite were added to a solution of 12 g (59 mmol) of 2-amino-4-chloro-6-fluorobenzothiazole in 0.4 1 of acetonitrile. Stirring was carried out for 3 days, after which the mixture was acidified with dilute hydrochloric acid. The product was extracted with methyl tert-butyl ether, after which the extracts were dried over magnesium sulfate and finally evaporated down. Purification of th... The reactants are CC1([C@@H](N2[C@H](S1)[C@@H](C2=O)NC(=O)[C@@H](C=3C=CC=CC3)N)C(=O)O)C.O.O.O (ampicillin trihydrate), [OH-].[Na+] (NaOH), [OH-].[Na+] (NaOH), O (H2O). Reagents/catalysts: S(=O)(=O)(O)[O-].C(CCC)[N+](CCCC)(CCCC)CCCC (Tetrabutylammonium hydrogen sulfate). The solvent is C(Cl)Cl (CH2Cl2). Product: tetrabutylammonium salt, CC1([C@@H](N2[C@H](S1)[C@@H](C2=O)NC(=O)[C@@H](C=3C=CC=CC3)N)C(=O)O)C (ampicillin). RXN SMILES: [OH-].[Na+].O.[CH3:4][C:5]1([CH3:27])[S:9][C@@H:8]2[C@H:10]([NH:13][C:14]([C@H:16]([NH2:23])[C:17]3[CH:18]=[CH:19][CH:20]=[CH:21][CH:22]=3)=[O:15])[C:11](=[O:12])[N:7]2[C@H:6]1[C:24]([OH:26])=[O:25].O.O.O>S([O-])(O)(=O)=O.C([N+](CCCC)(CCCC)CCCC)CCC.C(Cl)Cl>[CH3:4][C:5]1([CH3:27])[S:9][C@@H:8]2[C@H:10]([NH:13][C:14]([C@H:16]([NH2:23])[C:17]3[CH:22]=[CH:21][CH:20]=[CH:19][CH:18]=3)=[O:15])[C:11](=[O:12])[N:7]2[C@H:6]1[C:24]([OH:26])=[O:25] |f:0.1,3.4.5.6,7.8|. Procedure: Tetrabutylammonium hydrogen sulfate (33.9 g, 0.10 mole) and 50 ml of 2N NaOH were combined with 200 ml H2O. The resulting pH was about 6.8. With stirring, CH2Cl2 (300 ml) and then ampicillin trihydrate (33.9 g, 0.10 mole) were added, and the pH adjusted from 4.5 to 8.5 with 53 ml 2N NaOH. The layers were separated and the aqueous layer extracted 4×200 ml CH2Cl2. The five organic layers were combined and evaporated to dryness in vacuo to yield the tetrabutylammonium salt of ampicillin, 54.1 g, 91... The reactants are O (water), N#N (N2), CC=1OC(=CC1C(=O)O)C1=C(C=C(C=C1)NC(CC1=CC(=C(C(=C1)OC)OC)OC)=O)[N+](=O)[O-] (2-Methyl-5-{2-nitro-4-[2-(3,4,5-trimethoxy-phenyl)-acetylamino]-phenyl}-furan-3-carboxylic acid), B(Br)(Br)Br (BBr3). Run in C(Cl)Cl (DCM), C(Cl)Cl (DCM), CO (MeOH). Run at temperature -78 celsius, time 10 minute. The product is CC=1OC(=CC1C(=O)O)C1=C(C=C(C=C1)NC(CC1=CC(=C(C(=C1)O)O)O)=O)[N+](=O)[O-] (2-Methyl-5-{2-nitro-4-[2-(3,4,5-trihydroxy-phenyl)-acetylamino]-phenyl}-furan-3-carboxylic acid). Yield: 73.4%. Reaction SMILES: N#N.[CH3:3][C:4]1[O:5][C:6]([C:12]2[CH:17]=[CH:16][C:15]([NH:18][C:19](=[O:33])[CH2:20][C:21]3[CH:26]=[C:25]([O:27]C)[C:24]([O:29]C)=[C:23]([O:31]C)[CH:22]=3)=[CH:14][C:13]=2[N+:34]([O-:36])=[O:35])=[CH:7][C:8]=1[C:9]([OH:11])=[O:10].B(Br)(Br)Br.O>C(Cl)Cl.CO>[CH3:3][C:4]1[O:5][C:6]([C:12]2[CH:17]=[CH:16][C:15]([NH:18][C:19](=[O:33])[CH2:20][C:21]3[CH:26]=[C:25]([OH:27])[C:24]([OH:29])=[C:23]([OH:31])[CH:22]=3)=[CH:14][C:13]=2[N+:34]([O-:36])=[O:35])=[CH:7][C:8]=1[C:9]([OH:11])=[O:10]. Reported procedure: (The following reaction is done in an anhydrous N2 atmosphere.) Dissolve 2-Methyl-5-{2-nitro-4-[2-(3,4,5-trimethoxy-phenyl)-acetylamino]-phenyl}-furan-3-carboxylic acid (60) (33 mg, 0.07 mmol) in anhydrous DCM (1.0 mL), cool the solution to −78° C. and add dropwise BBr3 (66 μL, 0.70 mmol). Stir the reaction mixture for 10 min at −78° C. and after slowly warming up for additional 2 h at rt. Cool reaction mixture to 0° C., add dropwise water and DCM followed by MeOH to homogenize the mixture and r...